This data is from the Open Reaction Database (ORD), a public repository of structured organic reaction records. The task is: describe an organic reaction: reactants, conditions, products, and yield The reactants are FC1(CCN(CC1)C1=C(C=CC=C1)[N+](=O)[O-])F (4,4-difluoro-1-(2-nitro-phenyl)-piperidine). The reagents and catalysts are [Pd] (Pd—C). The solvent is CO (MeOH). Product: FC1(CCN(CC1)C1=C(C=CC=C1)N)F (2-(4,4-Difluoro-piperidin-1-yl)-phenylamine). Isolated yield 69.0%. As a reaction SMILES: [F:1][C:2]1([F:17])[CH2:7][CH2:6][N:5]([C:8]2[CH:13]=[CH:12][CH:11]=[CH:10][C:9]=2[N+:14]([O-])=O)[CH2:4][CH2:3]1>CO.[Pd]>[F:17][C:2]1([F:1])[CH2:7][CH2:6][N:5]([C:8]2[CH:13]=[CH:12][CH:11]=[CH:10][C:9]=2[NH2:14])[CH2:4][CH2:3]1. Reported procedure: Using a procedure similar to Example 3, step (c), 4,4-difluoro-1-(2-nitro-phenyl)-piperidine (128 mg, 0.520 mmol, as prepared in the previous step) was stirred with 80 mg 5% Pd—C in 4 mL of MeOH under H2 to afford 76 mg (69%) of the title compound as a dark oil, which was used immediately due to apparent instability. Mass spectrum (ESI, m/z): Calcd. for C11H14F2N2, 213.1 (M+H), found 213.1. Reactants: C(C)ON=C(C(=O)O)C=1OC=CC1 (α-ethoxyimino-α-(2-furyl)acetic acid), [Na] (sodium), [Na] (sodium), C[O-].[Na+] (sodium methoxide). Run in CO (methanol), CO (methanol). Product: C(C)ON=C(C(=O)[O-])C=1OC=CC1.[Na+] (Sodium α-Ethoxyimino-α-(2-furyl)acetate). As a reaction SMILES: [Na].C[O-].[Na+:4].[CH2:5]([O:7][N:8]=[C:9]([C:13]1[O:14][CH:15]=[CH:16][CH:17]=1)[C:10]([OH:12])=[O:11])[CH3:6]>CO>[CH2:5]([O:7][N:8]=[C:9]([C:13]1[O:14][CH:15]=[CH:16][CH:17]=1)[C:10]([O-:12])=[O:11])[CH3:6].[Na+:4] |f:1.2,5.6,^1:0|. Procedure: To 50 ml. of methanol was added 250 mg. (0.0109 mole) of metallic sodium and stirred until all the sodium had dissolved. This sodium methoxide solution was treated with 2.0 g. (0.0109 mole) of α-ethoxyimino-α-(2-furyl)acetic acid dissolved in 10 ml. of methanol and stirred at room temperature for one hour. The methanol was removed at 40° C. (15 mm.) and the product was dried in vacuo over P2O5 at 25° C. to yield 2.22 g. white solid, m.p. decomp. >240° C. The IR and NMR were consistent for the st... The reactants are [Cl-] (chloride), CC(C)([O-])C.[K+] (potassium tert-butoxide), CC1(N=C(N(C1=O)NC1=CC=CC=C1)SC)C1=CC=CC=C1 (4-methyl-1-phenylamino-2-methylthio-4-phenyl-2-imidazolin-5-one), CC1(N=C(N(C1=O)NC1=CC=CC=C1)SC)C1=CC=CC=C1 (4-methyl-1-phenylamino-2-methylthio-4-phenyl-2-imidazolin-5-one), O (water). Run in O1CCCC1 (tetrahydrofuran). Run at temperature 0 celsius. Product: CC1(N=C(N(C1=O)N(C1=CC=CC=C1)C(C)=O)SC)C1=CC=CC=C1 (4-methyl-1-(N-acetyl-N-phenylamino)-2-methylthio-4-phenyl-2-imidazolin-5-one). Isolated yield 22.1%. RXN SMILES: [CH3:1][C:2](C)([O-:4])C.[K+].[CH3:7][C:8]1([C:23]2[CH:28]=[CH:27][CH:26]=[CH:25][CH:24]=2)[C:12](=[O:13])[N:11]([NH:14][C:15]2[CH:20]=[CH:19][CH:18]=[CH:17][CH:16]=2)[C:10]([S:21][CH3:22])=[N:9]1.[Cl-].O>O1CCCC1>[CH3:7][C:8]1([C:23]2[CH:28]=[CH:27][CH:26]=[CH:25][CH:24]=2)[C:12](=[O:13])[N:11]([N:14]([C:2](=[O:4])[CH3:1])[C:15]2[CH:20]=[CH:19][CH:18]=[CH:17][CH:16]=2)[C:10]([S:21][CH3:22])=[N:9]1 |f:0.1|. Reported procedure: 0.4 g (3.5 mmol) of potassium tert-butoxide is added to a solution of 4-methyl-1-phenylamino-2-methylthio-4-phenyl-2-imidazolin-5-one (Compound 9) (1 g, 3.2 mmol) in anhydrous tetrahydrofuran (30 ml), cooled beforehand to 0° C. The mixture is left to react for 0.5 hour at 0° C. 0.25 g (3.5 mmol) of acetyle chloride is then added and the mixture is left to react for 0.5 hour at room temperature. The reaction mixture is poured into 100 ml of water and the product is extracted with 100 ml of diethy... Procedure details: 3-(3-Cyano-1H-indol-6-yl)-3-phenyl-propionic acid ethyl ester CLIII was prepared from 3-(3-cyano-1H-indol-6-yl)-3-phenyl-acrylic acid ethyl ester using the procedure described above for preparation of 3-(1H-Indol-7-yl)-N-methyl-3-phenyl-propionamide XIX (Example 4). RXN SMILES: [CH2:1]([O:3][C:4](=[O:24])[CH:5]=[C:6]([C:13]1[CH:21]=[C:20]2[C:16]([C:17]([C:22]#[N:23])=[CH:18][NH:19]2)=[CH:15][CH:14]=1)[C:7]1[CH:12]=[CH:11][CH:10]=[CH:9][CH:8]=1)[CH3:2].N1C2C(=CC=CC=2C(C2C=CC=CC=2)CC(NC)=O)C=C1>>[CH2:1]([O:3][C:4](=[O:24])[CH2:5][CH:6]([C:13]1[CH:21]=[C:20]2[C:16]([C:17]([C:22]#[N:23])=[CH:18][NH:19]2)=[CH:15][CH:14]=1)[C:7]1[CH:8]=[CH:9][CH:10]=[CH:11][CH:12]=1)[CH3:2]. The product is C(C)OC(CC(C1=CC=CC=C1)C1=CC=C2C(=CNC2=C1)C#N)=O (3-(3-Cyano-1H-indol-6-yl)-3-phenyl-propionic acid ethyl ester). Starting materials: C(C)OC(C=C(C1=CC=CC=C1)C1=CC=C2C(=CNC2=C1)C#N)=O (3-(3-cyano-1H-indol-6-yl)-3-phenyl-acrylic acid ethyl ester), N1C=CC2=CC=CC(=C12)C(CC(=O)NC)C1=CC=CC=C1 (3-(1H-Indol-7-yl)-N-methyl-3-phenyl-propionamide). The reactants are [Br-], CCCCCCCCc1ccc2c(c1)CCCCC2=O, CCOC(C)=O, ClC(Cl)Cl. The product is CCCCCCCCc1ccc2c(c1)CCCC(Br)C2=O. Reaction SMILES: [Br-:1].[CH2:2]([CH2:3][CH2:4][CH2:5][CH2:6][CH2:7][CH2:8][CH3:9])[c:10]1[cH:11][cH:12][c:13]2[c:14]([cH:21]1)[CH2:15][CH2:16][CH2:17][CH2:18][C:19]2=[O:20].[CH3:22][CH2:23][O:24][C:25](=[O:26])[CH3:27].[CH:28]([Cl:29])([Cl:30])[Cl:31]>>[Br:1][CH:18]1[CH2:17][CH2:16][CH2:15][c:14]2[c:13]([cH:12][cH:11][c:10]([CH2:2][CH2:3][CH2:4][CH2:5][CH2:6][CH2:7][CH2:8][CH3:9])[cH:21]2)[C:19]1=[O:20].